From a dataset of the Open Reaction Database (ORD), a public repository of structured organic reaction records. describe an organic reaction: reactants, conditions, products, and yield The reactants are CCOC(=O)C(F)=C(CC)c1cc2c(cc1OCC)C(C)(C)CC=C2, CC(C)C[Al+]CC(C)C, [H-]. The product is CCOc1cc2c(cc1C(CC)=C(F)CO)C=CCC2(C)C. RXN SMILES: [CH2:1]([CH3:2])[O:3][c:4]1[c:5]([C:16](=[C:17]([C:18](=[O:19])[O:20][CH2:21][CH3:22])[F:23])[CH2:24][CH3:25])[cH:6][c:7]2[c:12]([cH:13]1)[C:11]([CH3:14])([CH3:15])[CH2:10][CH:9]=[CH:8]2.[CH2:27]([Al+:28][CH2:29][CH:30]([CH3:31])[CH3:32])[CH:33]([CH3:34])[CH3:35].[H-:26]>>[CH2:1]([CH3:2])[O:3][c:4]1[c:5]([C:16](=[C:17]([CH2:18][OH:19])[F:23])[CH2:24][CH3:25])[cH:6][c:7]2[c:12]([cH:13]1)[C:11]([CH3:14])([CH3:15])[CH2:10][CH:9]=[CH:8]2.